From a dataset of the Open Reaction Database (ORD), a public repository of structured organic reaction records. describe an organic reaction: reactants, conditions, products, and yield The reactants are ClC1=CC(=CC=C1)C(=O)OO (m-chloroperbenzoic acid), ClC1=CC(=CC=C1)C(=O)OO (m-Chloroperbenzoic acid), COC1=CC2=C(NC(=N2)SCC2=NC=CC(=C2F)N2CCOCC2)C=C1 (5-methoxy-2-(4-morpholino-3-fluoro-2-pyridylmethylthio)-(1H)-benzimidazole), N (Ammonia). Run in ClCCl (dichloromethane), ClCCl (dichloromethane), ClCCl (dichloromethane). Run at time 20 minute. Product: O1CCN(CC1)C1=C(C(=NC=C1)CS(=O)C1=NC2=C(N1)C=CC(=C2)OC)F (2-(4-morpholino-3-fluoro-2-pyridylmethylsulphinyl)-5-methoxy-(1H)-benzimidazole). Yield: 73.0%. RXN SMILES: ClC1C=CC=C(C(OO)=[O:9])C=1.[CH3:12][O:13][C:14]1[CH:37]=[CH:36][C:17]2[NH:18][C:19]([S:21][CH2:22][C:23]3[C:28]([F:29])=[C:27]([N:30]4[CH2:35][CH2:34][O:33][CH2:32][CH2:31]4)[CH:26]=[CH:25][N:24]=3)=[N:20][C:16]=2[CH:15]=1.N>ClCCl>[O:33]1[CH2:34][CH2:35][N:30]([C:27]2[CH:26]=[CH:25][N:24]=[C:23]([CH2:22][S:21]([C:19]3[NH:18][C:17]4[CH:36]=[CH:37][C:14]([O:13][CH3:12])=[CH:15][C:16]=4[N:20]=3)=[O:9])[C:28]=2[F:29])[CH2:31][CH2:32]1. Reported procedure: m-Chloroperbenzoic acid (1.06 g) in dichloromethane (50 ml) was added dropwise to a stirred solution of 5-methoxy-2-(4-morpholino-3-fluoro-2-pyridylmethylthio)-(1H)-benzimidazole (2.31 g) in dichloromethane (50 ml) at -30° to -35°. After 0.5 hour at -30° a further addition of m-chloroperbenzoic acid (0.106 g) in dichloromethane (15 ml) was made and the mixture stirred for a further 20 minutes at -30°. Ammonia gas was then passed through the solution and the precipitated benzoate salts filtered o...